The task is: describe an organic reaction: reactants, conditions, products, and yield. This data is from the Open Reaction Database (ORD), a public repository of structured organic reaction records. Starting materials: FC1=C2C(=NN(C2=CC(=C1)F)C)C=1N=C2C(=NC1)N(C=C2C(=O)O)COCC[Si](C)(C)C (2-(4,6-difluoro-1-methyl-1H-indazol-3-yl)-5-(2-trimethylsilanylethoxymethyl)-5H-pyrrolo[2,3-b]pyrazine-7-carboxylic acid), C=1C=CC2=C(C1)N=NN2O (HOBt), C(CCl)Cl (EDC), C(C)(C)N (isopropylamine), C(C)(C)N(C(C)C)CC (N,N-diisopropylethylamine), CN(C)C=O (DMF). Reaction conditions: time 8 hour. Yields the product C(C)(C)NC(=O)C1=CN(C2=NC=C(N=C21)C2=NN(C1=CC(=CC=C21)F)C2COC2)COCC[Si](C)(C)C (2-(6-fluoro-1-oxetan-3-yl-1H-indazol-3-yl)-5-(2-trimethylsilanyl-ethoxymethyl)-5H-pyrrolo[2,3-b]pyrazine-7-carboxylic acid isopropylamide). The yield is 78.0%. RXN SMILES: F[C:2]1[CH:10]=[C:9]([F:11])[CH:8]=[C:7]2[C:3]=1[C:4]([C:13]1[N:14]=[C:15]3[C:21]([C:22]([OH:24])=O)=[CH:20][N:19]([CH2:25][O:26][CH2:27][CH2:28][Si:29]([CH3:32])([CH3:31])[CH3:30])[C:16]3=[N:17][CH:18]=1)=[N:5][N:6]2[CH3:12].C1C=[CH:35][C:36]2[N:41](O)N=N[C:37]=2C=1.C(Cl)CCl.C(N)(C)C.[CH:51](N(CC)C(C)C)(C)C.CN([CH:63]=[O:64])C>>[CH:36]([NH:41][C:22]([C:21]1[C:15]2[C:16](=[N:17][CH:18]=[C:13]([C:4]3[C:3]4[C:7](=[CH:8][C:9]([F:11])=[CH:10][CH:2]=4)[N:6]([CH:12]4[CH2:63][O:64][CH2:51]4)[N:5]=3)[N:14]=2)[N:19]([CH2:25][O:26][CH2:27][CH2:28][Si:29]([CH3:30])([CH3:31])[CH3:32])[CH:20]=1)=[O:24])([CH3:37])[CH3:35]. Reported procedure: To a solution of 2-(4,6-difluoro-1-methyl-1H-indazol-3-yl)-5-(2-trimethylsilanylethoxymethyl)-5H-pyrrolo[2,3-b]pyrazine-7-carboxylic acid (115 mg, 0.23 mmol), HOBt (92 mg, 0.55 mmol) and EDC (105 mg, 0.55 mmol) in DMF (3 ml) was added isopropylamine (41 ul, 0.48 mmol) and N,N-diisopropylethylamine (0.17 ml, 0.95 mmol). The reaction mixture was stirred at room temperature overnight then quenched with water and extracted with EtOAc (2×). The combined organic layers were washed with 10% citric acid... Reactants: [N+](=O)([O-])C1=CC=C(O1)C=CC=O (3-(5-nitro-2-furyl)-2-propenal), S1C=2N(C=C1)C=C(N2)C(=O)NN (imidazo[2,1-b]-thiazole-6-carbohydrazide). Run in CO (methanol). Product: [N+](=O)([O-])C1=CC=C(O1)C=CC=NNC(=O)C=1N=C2SC=CN2C1 (Imidazo[2,1-b]thiazole-6-carboxylic acid [(5-nitro-2-furyl)-2-propen1-ylidene]hydrazide). RXN SMILES: [N+:1]([C:4]1[O:8][C:7]([CH:9]=[CH:10][CH:11]=O)=[CH:6][CH:5]=1)([O-:3])=[O:2].[S:13]1[CH:17]=[CH:16][N:15]2[CH:18]=[C:19]([C:21]([NH:23][NH2:24])=[O:22])[N:20]=[C:14]12>CO>[N+:1]([C:4]1[O:8][C:7]([CH:9]=[CH:10][CH:11]=[N:24][NH:23][C:21]([C:19]2[N:20]=[C:14]3[N:15]([CH:18]=2)[CH:16]=[CH:17][S:13]3)=[O:22])=[CH:6][CH:5]=1)([O-:3])=[O:2]. Procedure details: According to the same procedure as in Example 1.2., 1.1 g (0.065 mole) of 3-(5-nitro-2-furyl)-2-propenal and 1.2 g of imidazo[2,1-b]-thiazole-6-carbohydrazide are reacted in methanol. The compound, melting point 332° C., is obtained. The reactants are COC([C@@H](NC(=O)C1(CCCC1)CC1=CC=C(C=C1)OC)CC1=CC=C(C=C1)N)=O (4-Amino-N-[[1-[(4-methoxyphenyl)methyl]cyclopentyl]carbonyl]-L-phenylalanine methyl ester), O.[OH-].[Li+] (lithium hydroxide hydrate). Run in C1CCOC1 (THF), O (water). Run at time 3 hour. The product is NC1=CC=C(C[C@H](NC(=O)C2(CCCC2)CC2=CC=C(C=C2)OC)C(=O)O)C=C1 (4-amino-N-[[1-[(4-methoxyphenyl)methyl]cyclopentyl]carbonyl]-L-phenylalanine). Yield: 74.2%. Reaction SMILES: C[O:2][C:3](=[O:30])[C@H:4]([CH2:22][C:23]1[CH:28]=[CH:27][C:26]([NH2:29])=[CH:25][CH:24]=1)[NH:5][C:6]([C:8]1([CH2:13][C:14]2[CH:19]=[CH:18][C:17]([O:20][CH3:21])=[CH:16][CH:15]=2)[CH2:12][CH2:11][CH2:10][CH2:9]1)=[O:7].O.[OH-].[Li+]>C1COCC1.O>[NH2:29][C:26]1[CH:25]=[CH:24][C:23]([CH2:22][C@@H:4]([C:3]([OH:30])=[O:2])[NH:5][C:6]([C:8]2([CH2:13][C:14]3[CH:15]=[CH:16][C:17]([O:20][CH3:21])=[CH:18][CH:19]=3)[CH2:12][CH2:11][CH2:10][CH2:9]2)=[O:7])=[CH:28][CH:27]=1 |f:1.2.3|. Reported procedure: 4-Amino-N-[[1-[(4-methoxyphenyl)methyl]cyclopentyl]carbonyl]-L-phenylalanine methyl ester (280 mg, 0.68 mmol) in THF (12 mL) was treated with a solution of lithium hydroxide hydrate (100 mg, 2.4 mmol) in water (2 mL) and the mixture was stirred for 3 hr. The mixture was concentrated and the residue was acidified with 6 H HCl to give a white sticky solid. Trituration with water and drying under high vacuum afforded crude 4-amino-N-[[1-[(4-methoxyphenyl)methyl]cyclopentyl]carbonyl]-L-phenylalanine... The reactants are COC(=O)C12CC3(CC(CC(C1)C3)C2)C(=O)NC(C(=O)OC(C)(C)C)CC#C (tert-Butyl 2-(3-Methoxycarbonyladamant-1-ylcarbonylamino)pent-4-ynoate). Solvent: C(=O)O (formic acid). Yields the product COC(=O)C12CC3(CC(CC(C1)C3)C2)C(=O)NC(C(=O)O)CC#C (2-(3-Methoxycarbonyladamant-1-ylcarbonylamino)pent-4-ynoic Acid). RXN SMILES: [CH3:1][O:2][C:3]([C:5]12[CH2:14][CH:9]3[CH2:10][CH:11]([CH2:13][C:7]([C:15]([NH:17][CH:18]([CH2:26][C:27]#[CH:28])[C:19]([O:21]C(C)(C)C)=[O:20])=[O:16])([CH2:8]3)[CH2:6]1)[CH2:12]2)=[O:4]>C(O)=O>[CH3:1][O:2][C:3]([C:5]12[CH2:14][CH:9]3[CH2:10][CH:11]([CH2:13][C:7]([C:15]([NH:17][CH:18]([CH2:26][C:27]#[CH:28])[C:19]([OH:21])=[O:20])=[O:16])([CH2:8]3)[CH2:6]1)[CH2:12]2)=[O:4]. Procedure: The title compound was prepared by hydrolysis of the compound from Step A using formic acid as described in Example 43, Step D. Reactants: N1C(=NC2=C1CCCC2)CC#N (4,5,6,7-tetrahydro-1H-benzimidazol-2-yl acetonitrile), O=C1C(CCC1)C(=O)OC (methyl 2-oxocyclopentanecarboxylate), C(C)(=O)[O-].[NH4+] (ammonium acetate). Run in O (water). Run at temperature 140 celsius, time 2 hour. The product is OC1=C2C(=C(C3=NC4=C(N31)CCCC4)C#N)CCC2 (11-hydroxy-2,3,6,7,8,9-hexahydro-1H-cyclopenta[4,5]pyrido[1,2-a]benzimidazole-4-carbonitrile). Isolated yield 19.2%. RXN SMILES: [NH:1]1[C:5]2[CH2:6][CH2:7][CH2:8][CH2:9][C:4]=2[N:3]=[C:2]1[CH2:10][C:11]#[N:12].O=[C:14]1[CH2:18][CH2:17][CH2:16][CH:15]1[C:19](OC)=[O:20].C([O-])(=O)C.[NH4+]>O>[OH:20][C:19]1[N:3]2[C:2](=[N:1][C:5]3[CH2:6][CH2:7][CH2:8][CH2:9][C:4]=32)[C:10]([C:11]#[N:12])=[C:14]2[CH2:18][CH2:17][CH2:16][C:15]=12 |f:2.3|. Procedure: A mixture of 4,5,6,7-tetrahydro-1H-benzimidazol-2-yl acetonitrile (8.5 g), methyl 2-oxocyclopentanecarboxylate (7.5 g) and ammonium acetate (20.3 g) was stirred at 140° C. for 2 hours. The reaction mixture was cooled to room temperature, water was added, and extraction was performed with chloroform. The organic layer was washed with a saturated brine, dried over anhydrous sodium sulfate, and concentrated reduced pressure. The residue was solidified using hexane/EtOAc to obtain 11-hydroxy-2,3,6,7... Starting materials: C([O-])([O-])=O.[K+].[K+] (potassium carbonate), BrCCCBr (1,3-dibromopropane), OC=1C=C(C=O)C=C(C1O)OC (3,4-dihydroxy-5-methoxybenzaldehyde), O (Water). The solvent is CN(C)C=O (DMF), C(C)(=O)OCC (ethyl acetate). Product: COC1=CC(=CC2=C1OCCCO2)C=O (9-methoxy-3,4-dihydro-2H-benzo[b][1,4]dioxepin-7-carbaldehyde). Yield: 53.0%. As a reaction SMILES: C(=O)([O-])[O-].[K+].[K+].Br[CH2:8][CH2:9][CH2:10]Br.[OH:12][C:13]1[CH:14]=[C:15]([CH:18]=[C:19]([O:22][CH3:23])[C:20]=1[OH:21])[CH:16]=[O:17].O>CN(C=O)C.C(OCC)(=O)C>[CH3:23][O:22][C:19]1[C:20]2[O:21][CH2:8][CH2:9][CH2:10][O:12][C:13]=2[CH:14]=[C:15]([CH:16]=[O:17])[CH:18]=1 |f:0.1.2|. Reported procedure: After adding 1.5 g of potassium carbonate and 1.2 g of 1,3-dibromopropane to a solution of 920 mg of 3,4-dihydroxy-5-methoxybenzaldehyde [CAS No. 859785-71-0] in 10 ml of DMF, the mixture was stirred at 60° C. for 3 hours. Water was added to the reaction mixture, and extraction was performed with ethyl acetate. The organic layer was dried over anhydrous magnesium sulfate. The desiccating agent was filtered off and the filtrate was concentrated under reduced pressure. The residue was purified by ... Yields the product Cl.FC1=C(C(=O)C2=CN(C3=CC=CC=C23)C=2C=NC=CC2)C=CC=C1 (3-(2-fluorobenzoyl)-1-(3-pyridinyl)-1H-indole hydrochloride). Reaction conditions: time 2 hour. The solvent is C(C)(C)O (isopropanol). Procedure details: To a stirred mixture of 58 g. (0.93 mole) of aluminum chloride in 240 ml. of MDC was added a solution of 28.6 g. (0.18 mole) of 2-fluorobenzoyl chloride in 100 ml. of MDC. The resulting mixture was stirred for two hours and then added dropwise to a solution of 29 g. (0.149 mole) of 1-(3-pyridinyl)-1H-indole in 200 ml. of MDC. When addition was complete the reaction mixture was stirred for fifteen minutes and then poured into 1 liter of water. The organic layer was separated, washed with aqueous ... RXN SMILES: [Cl-].[Al+3].[Cl-].[Cl-].[F:5][C:6]1[CH:14]=[CH:13][CH:12]=[CH:11][C:7]=1[C:8]([Cl:10])=[O:9].[N:15]1[CH:20]=[CH:19][CH:18]=[C:17]([N:21]2[C:29]3[C:24](=[CH:25][CH:26]=[CH:27][CH:28]=3)[CH:23]=[CH:22]2)[CH:16]=1.O>C(O)(C)C>[ClH:10].[F:5][C:6]1[CH:14]=[CH:13][CH:12]=[CH:11][C:7]=1[C:8]([C:23]1[C:24]2[C:29](=[CH:28][CH:27]=[CH:26][CH:25]=2)[N:21]([C:17]2[CH:16]=[N:15][CH:20]=[CH:19][CH:18]=2)[CH:22]=1)=[O:9] |f:0.1.2.3,8.9|. Reactants: [Cl-].[Al+3].[Cl-].[Cl-] (aluminum chloride), O (water), FC1=C(C(=O)Cl)C=CC=C1 (2-fluorobenzoyl chloride), N1=CC(=CC=C1)N1C=CC2=CC=CC=C12 (1-(3-pyridinyl)-1H-indole).